From a dataset of the Open Reaction Database (ORD), a public repository of structured organic reaction records. describe an organic reaction: reactants, conditions, products, and yield Product: C(C(=O)O)(=O)O.FC1=CC=C(C=C1)C(C1CCN(CC1)CCCC1N(C(OC1)=O)C)(O)C1=CC=C(C=C1)F (4-[3-[4-[Bis(4-fluorophenyl)hydroxymethyl]-1-piperidinyl]propyl]-3-methyl-2-oxazolidinone oxalate). As a reaction SMILES: [F:1][C:2]1[CH:7]=[CH:6][C:5]([C:8]([C:16]2[CH:21]=[CH:20][C:19]([F:22])=[CH:18][CH:17]=2)([CH:10]2[CH2:15][CH2:14][NH:13][CH2:12][CH2:11]2)[OH:9])=[CH:4][CH:3]=1.Cl[CH2:24][CH2:25][CH2:26][CH:27]1[CH2:31][O:30][C:29](=[O:32])[N:28]1[CH3:33].[C:34]([OH:39])(=[O:38])[C:35]([OH:37])=[O:36]>>[C:34]([OH:39])(=[O:38])[C:35]([OH:37])=[O:36].[F:1][C:2]1[CH:7]=[CH:6][C:5]([C:8]([C:16]2[CH:17]=[CH:18][C:19]([F:22])=[CH:20][CH:21]=2)([OH:9])[CH:10]2[CH2:11][CH2:12][N:13]([CH2:24][CH2:25][CH2:26][CH:27]3[CH2:31][O:30][C:29](=[O:32])[N:28]3[CH3:33])[CH2:14][CH2:15]2)=[CH:4][CH:3]=1 |f:3.4|. Reported procedure: Following the procedure of Example 1, α,α-bis(p-fluorophenyl)-4-piperidinemethanol and 4-[(3-chloro)propyl]-3-methyl-2-oxazolidinone are reacted and the product thereof is reacted with oxalic acid to give the title compound. The reactants are FC1=CC=C(C=C1)C(O)(C1CCNCC1)C1=CC=C(C=C1)F (α,α-bis(p-fluorophenyl)-4-piperidinemethanol), ClCCCC1N(C(OC1)=O)C (4-[(3-chloro)propyl]-3-methyl-2-oxazolidinone), C(C(=O)O)(=O)O (oxalic acid). The reactants are ClC=1N=C(NC1Cl)C(Cl)(Cl)Cl (4,5-dichloro-2-trichloromethylimidazole), N (ammonia), ClC1=NC(N=C1Cl)=C(Cl)Cl (4,5-dichloro-2-dichloromethylene-imidazole), Cl (HCl). Solvent: C(C)O (ethanol). Yields the product ClC=1N=C(NC1Cl)C#N (4,5-dichloro-2-cyano-imidazole). The yield is 90.0%. Reaction SMILES: [Cl:1][C:2]1[N:3]=[C:4]([C:8](Cl)(Cl)Cl)[NH:5][C:6]=1[Cl:7].ClC1C(Cl)=NC(=C(Cl)Cl)[N:14]=1.Cl.N>C(O)C>[Cl:1][C:2]1[N:3]=[C:4]([C:8]#[N:14])[NH:5][C:6]=1[Cl:7]. Procedure: 25.4 g (0.1 mol) of 4,5-dichloro-2-trichloromethylimidazole prepared by treating the 4,5-dichloro-2-dichloromethylene-imidazole with dry HCl at -20° to +600° C., were introduced in small portions into 200 ml of ethanol saturated with ammonia, whilst cooling with ice and stirring vigorously. The mixture was stirred for a further 30 minutes at 50° C., the constituents which had not dissolved were then filtered off and the filtrate was evaporated under reduced pressure. The combined residues were d...